This data is from the Open Reaction Database (ORD), a public repository of structured organic reaction records. The task is: describe an organic reaction: reactants, conditions, products, and yield The reactants are C=1(C(=CC=CC1)C(=O)CN1C(C(CN(C2=C1C=C(C=C2)C)C(=O)OCC2=CC=CC=C2)NC(=O)OC(C)(C)C)=O)C (1-(2-Toluoylmethyl)-2-oxo-3-tert-butoxycarbonylamino-5-benzyloxycarbonyl-8-methyl-1,3,4,5-tetrahydro-2H-1,5-benzodiazepine). Run in Cl.O1CCOCC1 (HCl dioxane). Run at temperature 50 celsius, time 1 hour. Yields the product C=1(C(=CC=CC1)C(=O)CN1C(C(CN(C2=C1C=C(C=C2)C)C(=O)OCC2=CC=CC=C2)N)=O)C (1-(2-toluoylmethyl)-2-oxo-3-amino-5-benzyloxycarbonyl-8-methyl-1,3,4,5-tetrahydro-2H-1,5-benzodiazepine). Isolated yield 92.4%. RXN SMILES: [C:1]1([CH3:41])[C:2]([C:7]([CH2:9][N:10]2[C:16]3[CH:17]=[C:18]([CH3:21])[CH:19]=[CH:20][C:15]=3[N:14]([C:22]([O:24][CH2:25][C:26]3[CH:31]=[CH:30][CH:29]=[CH:28][CH:27]=3)=[O:23])[CH2:13][CH:12]([NH:32]C(OC(C)(C)C)=O)[C:11]2=[O:40])=[O:8])=[CH:3][CH:4]=[CH:5][CH:6]=1>Cl.O1CCOCC1>[C:1]1([CH3:41])[C:2]([C:7]([CH2:9][N:10]2[C:16]3[CH:17]=[C:18]([CH3:21])[CH:19]=[CH:20][C:15]=3[N:14]([C:22]([O:24][CH2:25][C:26]3[CH:31]=[CH:30][CH:29]=[CH:28][CH:27]=3)=[O:23])[CH2:13][CH:12]([NH2:32])[C:11]2=[O:40])=[O:8])=[CH:3][CH:4]=[CH:5][CH:6]=1 |f:1.2|. Procedure: 1-(2-Toluoylmethyl)-2-oxo-3-tert-butoxycarbonylamino-5-benzyloxycarbonyl-8-methyl-1,3,4,5-tetrahydro-2H-1,5-benzodiazepine (12.9 g) was suspended in 4N HCl-dioxane (100 ml), the suspension was stirred for one hour at 50° C. The reaction mixture was concentrated under reduced pressure, the residue was neutralized with saturated aqueous sodium bicarbonate, extracted with methylene chloride, dried over anhydrous sodium sulfate, and the solvent was evaporated under reduced pressure, to thereby obtai... Reactants: BrC(CC1(CCN(CC1)C(=O)OC(C)(C)C)C(=O)OCC)=C (1-tert-butyl 4-ethyl 4-(2-bromoallyl)piperidine-1,4-dicarboxylate), C=1C=CC(=CC1)P(C=2C=CC=CC2)C3=CC=C4C=CC=CC4=C3C5=C6C=CC=CC6=CC=C5P(C=7C=CC=CC7)C=8C=CC=CC8 (BINAP), C(C)[Zn]CC (diethylzinc). Reagents/catalysts: CC(=O)[O-].CC(=O)[O-].[Pd+2] (Pd(OAc)2). Run in C1CCOC1 (THF). Reaction conditions: temperature 100 celsius. Yields the product C=C(CC1(CCN(CC1)C(=O)OC(C)(C)C)C(=O)OCC)CC (1-tert-butyl 4-ethyl 4-(2-methylenebutyl)piperidine-1,4-dicarboxylate). As a reaction SMILES: Br[C:2](=[CH2:22])[CH2:3][C:4]1([C:17]([O:19][CH2:20][CH3:21])=[O:18])[CH2:9][CH2:8][N:7]([C:10]([O:12][C:13]([CH3:16])([CH3:15])[CH3:14])=[O:11])[CH2:6][CH2:5]1.C1C=CC(P(C2C(C3C(P(C4C=CC=CC=4)C4C=CC=CC=4)=CC=C4C=3C=CC=C4)=C3C(C=CC=C3)=CC=2)C2C=CC=CC=2)=CC=1.C([Zn][CH2:72][CH3:73])C>C1COCC1.CC([O-])=O.CC([O-])=O.[Pd+2]>[CH2:22]=[C:2]([CH2:72][CH3:73])[CH2:3][C:4]1([C:17]([O:19][CH2:20][CH3:21])=[O:18])[CH2:9][CH2:8][N:7]([C:10]([O:12][C:13]([CH3:14])([CH3:15])[CH3:16])=[O:11])[CH2:6][CH2:5]1 |f:4.5.6|. Procedure: To a solution of 1-tert-butyl 4-ethyl 4-(2-bromoallyl)piperidine-1,4-dicarboxylate (5.0 g, 13.3 mmol) in THF (80 mL) in a sealed tube was added BINAP (3.31 g, 5.32 mmol), diethylzinc (15.95 mL, 15.95 mmol) and Pd(OAc)2 (0.597 g, 2.66 mmol) and the resulting mixture was degassed and heated for 16 hours at 100° C. The reaction mixture was evaporated to remove solvent under reduced pressure and the crude product was purified by silica gel column chromatography (RediSep 220 g Gold column) using (0-3... The reactants are [N+](=[N-])=C (diazomethane), CC(C)(C)[Si](O[C@@H](CC(=O)OC)CP(=O)(OC)C#CC=1C(=NC(=CC1C1=CC=C(C=C1)F)C1=CC=CC=C1)C(C)C)(C1=CC=CC=C1)C1=CC=CC=C1 ((S)-3-[[(1,1-dimethylethyl)diphenylsilyl]oxy]-4-[[[4-(4-fluorophenyl)-2-(1-methylethyl)-6-phenyl-3-pyridinyl]ethynyl]methoxyphosphinyl]butanoic acid, methyl ester), [F-].C(CCC)[N+](CCCC)(CCCC)CCCC (tetra-n-butylammonium fluoride), CC(=O)O (HOAc). Run in C1CCOC1 (THF), CCOCC (Et2O), O (H2O). Reaction conditions: time 17 hour. The product is FC1=CC=C(C=C1)C1=C(C(=NC(=C1)C1=CC=CC=C1)C(C)C)C#CP(=O)(C[C@H](CC(=O)OC)O)OC ((S)-4-[[[4-(4-fluorophenyl)-2-(1-methylethyl)-6-phenyl-3-pyridinyl]-ethynyl]methoxyphosphinyl]-3-hydroxybutanoic acid, methyl ester). Yield: 84.9%. RXN SMILES: CC([Si](C1C=CC=CC=1)(C1C=CC=CC=1)[O:6][C@H:7]([CH2:13][P:14]([C:18]#[C:19][C:20]1[C:21]([CH:39]([CH3:41])[CH3:40])=[N:22][C:23]([C:33]2[CH:38]=[CH:37][CH:36]=[CH:35][CH:34]=2)=[CH:24][C:25]=1[C:26]1[CH:31]=[CH:30][C:29]([F:32])=[CH:28][CH:27]=1)([O:16][CH3:17])=[O:15])[CH2:8][C:9]([O:11][CH3:12])=[O:10])(C)C.[F-].C([N+](CCCC)(CCCC)CCCC)CCC.CC(O)=O.[N+](=C)=[N-]>C1COCC1.O.CCOCC>[F:32][C:29]1[CH:30]=[CH:31][C:26]([C:25]2[CH:24]=[C:23]([C:33]3[CH:34]=[CH:35][CH:36]=[CH:37][CH:38]=3)[N:22]=[C:21]([CH:39]([CH3:40])[CH3:41])[C:20]=2[C:19]#[C:18][P:14]([O:16][CH3:17])([CH2:13][C@@H:7]([OH:6])[CH2:8][C:9]([O:11][CH3:12])=[O:10])=[O:15])=[CH:27][CH:28]=1 |f:1.2|. Reported procedure: A mixture of (S)-3-[[(1,1-dimethylethyl)diphenylsilyl]oxy]-4-[[[4-(4-fluorophenyl)-2-(1-methylethyl)-6-phenyl-3-pyridinyl]ethynyl]methoxyphosphinyl]butanoic acid, methyl ester (800 mg, 1.07 mmol), tetra-n-butylammonium fluoride (1.0M in THF, 3.21 ml, 3.21 mmol), and HOAc (325 mg, 5.41 mmol) in THF (12 ml) was stirred at room temperature for 17 hours. The solution was cooled to 0° C., diluted with H2O, and extracted twice with EtOAc. The pooled EtOAc layers were washed with saturated NaHCO3 and b... Run at time 3.5 hour. Reactants: C(C)C1=C(C(NC(=C1)C)=O)C#N (4-ethyl-6-methyl-2-oxo-1,2-dihydropyridine-3-carbonitrile). Reagents/catalysts: [Ni] (Raney Nickel). The solvent is CO (methanol), N (ammonia). Procedure details: To a solution of 4-ethyl-6-methyl-2-oxo-1,2-dihydropyridine-3-carbonitrile (1 eq) in methanol and aq. ammonia solution (9:1) was added a catalytic amount of Raney Nickel. The reaction mixture was stirred at room temperature under hydrogen pressure (balloon pressure) for 2-5 h. On completion of reaction, it was filtered through a celite bed and the filtrate was concentrated under reduced pressure to afford the title compound. Product: NCC=1C(NC(=CC1CC)C)=O (3-(aminomethyl)-4-ethyl-6-methylpyridin-2(1H)-one). RXN SMILES: [CH2:1]([C:3]1[CH:8]=[C:7]([CH3:9])[NH:6][C:5](=[O:10])[C:4]=1[C:11]#[N:12])[CH3:2]>CO.N.[Ni]>[NH2:12][CH2:11][C:4]1[C:5](=[O:10])[NH:6][C:7]([CH3:9])=[CH:8][C:3]=1[CH2:1][CH3:2]. The reactants are NC1=NC(=CC(=N1)C1=CC(=C(C#N)C=C1)F)NC(C)(C)C (4-{2-amino-6-[(1,1-dimethylethyl)amino]-4-pyrimidinyl}-2-fluorobenzonitrile), O.NN (hydrazine monohydrate), C(C)#N (acetonitrile). Run in CCO (EtOH). Run at temperature 95 celsius, time 22 hour. Product: NC1=NNC2=CC(=CC=C12)C1=CC(=NC(=N1)N)NC(C)(C)C (6-(3-Amino-1H-indazol-6-yl)-N4-(1,1-dimethylethyl)-2,4-pyrimidinediamine). As a reaction SMILES: [NH2:1][C:2]1[N:7]=[C:6]([C:8]2[CH:15]=[CH:14][C:11]([C:12]#[N:13])=[C:10](F)[CH:9]=2)[CH:5]=[C:4]([NH:17][C:18]([CH3:21])([CH3:20])[CH3:19])[N:3]=1.O.[NH2:23][NH2:24].C(#N)C>CCO>[NH2:13][C:12]1[C:11]2[C:10](=[CH:9][C:8]([C:6]3[N:7]=[C:2]([NH2:1])[N:3]=[C:4]([NH:17][C:18]([CH3:21])([CH3:20])[CH3:19])[CH:5]=3)=[CH:15][CH:14]=2)[NH:24][N:23]=1 |f:1.2|. Reported procedure: Into a 25 mL sealable tube under nitrogen were combined 4-{2-amino-6-[(1,1-dimethylethyl)amino]-4-pyrimidinyl}-2-fluorobenzonitrile (500 mg, 1.25 mmol) and hydrazine monohydrate (1.22 mL) in EtOH (8 mL). The vial was sealed, and the reaction mixture was stirred at 95° C. for 22 hours. The solution was concentrated, partitioned between EtOAc and water, and extracted with EtOAC (2×) and CH2Cl2. The organic layer was separated, washed with NaHCO3 and brine, dried (MgSO4), filtered and concentrated.... Procedure details: To a solution of 8 (10 gm, 6.33 mmol) in methylene chloride (25 ml) was added pyridinium chlorochromate (1.64 gm, 7.6 mmol) and the mixture was stirred at ambient temperature for 3 hours. The reaction mixture was passed through a silica column and eluted by methylene chloride to afford a pure hydroxy-aldehyde, 9 (0.7 gms). Reactants: OCCCCC1(CCCCC1)O (1-(4′-Hydroxy-n-butyl)-1-cyclohexanol), [Cr](=O)(=O)([O-])Cl.[NH+]1=CC=CC=C1 (pyridinium chlorochromate). Conditions: time 3 hour. Run in C(Cl)Cl (methylene chloride). Reaction SMILES: OCCCC[C:6]1([OH:12])[CH2:11][CH2:10][CH2:9][CH2:8][CH2:7]1.[Cr](Cl)([O-])(=O)=[O:14].[NH+]1[CH:23]=[CH:22][CH:21]=[CH:20][CH:19]=1>C(Cl)Cl>[CH:19]([CH2:20][CH2:21][CH2:22][CH2:23][C:6]1([OH:12])[CH2:11][CH2:10][CH2:9][CH2:8][CH2:7]1)=[O:14] |f:1.2|. Yield: 60.0%. Product: hydroxy-aldehyde, C(=O)CCCCC1(CCCCC1)O (1-(4′-formyl-n-butyl)-1-cyclohexanol). The reactants are BrCCCCBr, CCOC(=O)c1cc2c(cn1)[nH]c1ccc(N)cc12, CCN(C(C)C)C(C)C, CCO. Product: CCOC(=O)c1cc2c(cn1)[nH]c1ccc(N3CCCC3)cc12. Reaction SMILES: [Br:29][CH2:30][CH2:31][CH2:32][CH2:33][Br:34].[CH2:1]([CH3:2])[O:3][C:4](=[O:5])[c:6]1[n:7][cH:8][c:9]2[nH:10][c:11]3[cH:12][cH:13][c:14]([NH2:19])[cH:15][c:16]3[c:17]2[cH:18]1.[CH2:20]([N:21]([CH:22]([CH3:23])[CH3:24])[CH:25]([CH3:26])[CH3:27])[CH3:28].[CH3:35][CH2:36][OH:37]>>[CH2:1]([CH3:2])[O:3][C:4](=[O:5])[c:6]1[n:7][cH:8][c:9]2[nH:10][c:11]3[cH:12][cH:13][c:14]([N:19]4[CH2:30][CH2:31][CH2:32][CH2:33]4)[cH:15][c:16]3[c:17]2[cH:18]1. The reactants are CC(C=C)(CCC=C(CCC(=C(C)C)C)C)O (3,7,10,11-tetramethyl-1,6,10-dodecatrien-3-ol), N1=CC=CC=C1 (pyridine), P(Br)(Br)Br (phosphorous tribromide). Solvent: CCCCCC (hexane), CCCCCC (hexane). Reaction conditions: time 30 minute. The product is BrCC=C(CCC=C(CCC(=C(C)C)C)C)C (1-bromo-3,7,10,11-tetramethyl-2,6,10-dodecatriene). Reaction SMILES: [CH3:1][C:2](O)([CH2:5][CH2:6][CH:7]=[C:8]([CH3:16])[CH2:9][CH2:10][C:11]([CH3:15])=[C:12]([CH3:14])[CH3:13])[CH:3]=[CH2:4].N1C=CC=CC=1.P(Br)(Br)[Br:25]>CCCCCC>[Br:25][CH2:4][CH:3]=[C:2]([CH3:1])[CH2:5][CH2:6][CH:7]=[C:8]([CH3:16])[CH2:9][CH2:10][C:11]([CH3:15])=[C:12]([CH3:14])[CH3:13]. Procedure details: To a solution containing 223.9 g. of 3,7,10,11-tetramethyl-1,6,10-dodecatrien-3-ol in 570 ml. of hexane and 22.2 ml. of pyridine there was added dropwise at -7°C. over a period of two hours, 112 g. of phosphorous tribromide in 125 ml. of hexane. The resulting mixture was stirred for 30 minutes. After this, the reaction mixture was poured onto ice water and the reaction mixture was allowed to stand under constant stirring for 30 minutes. After 30 minutes, the reaction mixture was diluted with 1,0...